The task is: describe an organic reaction: reactants, conditions, products, and yield. This data is from the Open Reaction Database (ORD), a public repository of structured organic reaction records. Starting materials: N#Cc1ccc(N2CC(C(=O)O)OC2=O)cc1, CO, [Cl-], [Na+], [Na+], O=C([O-])[O-], O, [NH3+]O. The product is NC(=NO)c1ccc(N2CC(C(=O)O)OC2=O)cc1, Cl. Reaction SMILES: [C:1](#[N:2])[c:3]1[cH:4][cH:5][c:6]([N:9]2[C:10](=[O:17])[O:11][CH:12]([C:14](=[O:15])[OH:16])[CH2:13]2)[cH:7][cH:8]1.[CH3:27][OH:28].[Cl-:18].[Na+:21].[Na+:22].[O-:23][C:24](=[O:25])[O-:26].[OH2:29].[OH:19][NH3+:20]>>[C:1]([NH2:2])([c:3]1[cH:4][cH:5][c:6]([N:9]2[C:10](=[O:17])[O:11][CH:12]([C:14](=[O:15])[OH:16])[CH2:13]2)[cH:7][cH:8]1)=[N:20][OH:19].[ClH:18]. Starting materials: NC1=CN=C2N1C=C(C=C2)SC2=CC=CC=C2 (3-amino-6-(phenylthio) imidazo [1,2-a] pyridine), C(Cl)(Cl)Cl (chloroform), COC(=O)Cl (methylchloroformate). The solvent is C(C)N(CC)CC (triethyl amine). Conditions: time 3 hour. The product is COC(=O)NC1=CN=C2N1C=C(C=C2)SC2=CC=CC=C2 (3-(methoxycarbonylamino) 6-(phenylthio) imidazo [1,2-a] pyridine). Reaction SMILES: [NH2:1][C:2]1[N:6]2[CH:7]=[C:8]([S:11][C:12]3[CH:17]=[CH:16][CH:15]=[CH:14][CH:13]=3)[CH:9]=[CH:10][C:5]2=[N:4][CH:3]=1.C(Cl)(Cl)Cl.[CH3:22][O:23][C:24](Cl)=[O:25]>C(N(CC)CC)C>[CH3:22][O:23][C:24]([NH:1][C:2]1[N:6]2[CH:7]=[C:8]([S:11][C:12]3[CH:17]=[CH:16][CH:15]=[CH:14][CH:13]=3)[CH:9]=[CH:10][C:5]2=[N:4][CH:3]=1)=[O:25]. Procedure details: A solution of 1.0 g. of 3-amino-6-(phenylthio) imidazo [1,2-a] pyridine in 25 ml. of chloroform containing 0.401 g. of triethyl amine is treated dropwise with 0.378 g. of methylchloroformate. The reaction mixture is stirred for 3 hours at room temperature. The chloroform is removed in vacuo and the residue is triturated with water. The solids are collected by filtration, washed well with water and dried. Recrystallization from dimethylformamideethane yields pure 3-(methoxycarbonylamino) 6-(pheny... Starting materials: O (water), C(C)(C)NC(C)C.[Li] (lithium diisopropylamine), C(C)(C)(C)OO (t-butyl hydroperoxide), FC1=C(C=CC(=C1)F)Br (2,4-difluorobromobenzene). The solvent is C1CCOC1 (THF). Reaction conditions: temperature -65 celsius, time 2 hour. The product is OC=1C(=C(C=CC1F)Br)F (3-Hydroxy-2,4-difluoro-bromobenzene). Reaction SMILES: C(NC(C)C)(C)C.[Li].[F:9][C:10]1[CH:15]=[C:14]([F:16])[CH:13]=[CH:12][C:11]=1[Br:17].C([O:22]O)(C)(C)C.O>C1COCC1>[OH:22][C:15]1[C:10]([F:9])=[C:11]([Br:17])[CH:12]=[CH:13][C:14]=1[F:16] |f:0.1,^1:7|. Reported procedure: A quantity of 40.2 ml of 2.0 M lithium diisopropylamine (LDA) is dissolved in 80 ml of THF at −78° C. and 15.4 g of 2,4-difluorobromobenzene is added keeping the temperature below −65° C. The reaction is stirred at −65° C. for 2 hours and 6.6 ml of 6 M anhydrous t-butyl hydroperoxide is added. After warming to room temperature, 100 ml of water is added and the mixture acidified. The solvent is removed by evaporation and the aqueous layer extracted with ether. The extracts are dried and then conc...